Dataset: the Open Reaction Database (ORD), a public repository of structured organic reaction records. Task: describe an organic reaction: reactants, conditions, products, and yield The reactants are N1=CN=C2N(C=NC2=C1N)C[C@H]1[C@H](O)[C@H](O)[C@H](O1)CO (2,5-Anhydro-1-deoxy-1- (adenin-9-yl) -D-allitol), C(C1=CC=CC=C1)(=O)Cl (benzoyl chloride), ice, C(O)([O-])=O.[Na+] (sodium hydrogen carbonate), C(Cl)(Cl)Cl (chloroform). Solvent: N1=CC=CC=C1 (pyridine), N1=CC=CC=C1 (pyridine). Reaction conditions: time 30 minute. Yields the product C(C1=CC=CC=C1)(=O)NC1=C2N=CN(C2=NC=N1)C[C@H]1[C@H](O)[C@H](O)[C@H](O1)CO (2,5-Anhydro-1-deoxy-1- (N-benzoyladenin-9-yl)-D-allitol). Yield: 102.0%. Reaction SMILES: [N:1]1[C:9]([NH2:10])=[C:8]2[C:4]([N:5]([CH2:11][C@@H:12]3[O:18][C@H:17]([CH2:19][OH:20])[C@@H:15]([OH:16])[C@H:13]3[OH:14])[CH:6]=[N:7]2)=[N:3][CH:2]=1.[C:21](Cl)(=[O:28])[C:22]1[CH:27]=[CH:26][CH:25]=[CH:24][CH:23]=1.C(=O)([O-])O.[Na+].C(Cl)(Cl)Cl>N1C=CC=CC=1>[C:21]([NH:10][C:9]1[N:1]=[CH:2][N:3]=[C:4]2[C:8]=1[N:7]=[CH:6][N:5]2[CH2:11][C@@H:12]1[O:18][C@H:17]([CH2:19][OH:20])[C@@H:15]([OH:16])[C@H:13]1[OH:14])(=[O:28])[C:22]1[CH:27]=[CH:26][CH:25]=[CH:24][CH:23]=1 |f:2.3|. Procedure: 2,5-Anhydro-1-deoxy-1- (adenin-9-yl) -D-allitol (916 mg) was subjected to azeotropic dehydration with anhydrous pyridine and then suspended in 15 ml of anhydrous pyridine. To the suspension was added 2.75 g of benzoyl chloride dropwise under ice-cooling. After the mixture was reacted at room temperature for 2 hours, it was poured into a mixture of 114 g of ice, 9 g of sodium hydrogen carbonate and 100 ml of chloroform and extracted with chloroform. The chloroform layer was concentrated and ethan... Reactants: C(C)(=O)N1[C@H](CN(C2=CC(=CC=C12)Br)C(=O)OC1=C(C=C(C=C1)F)F)C (2,4-difluorophenyl (S)-4-acetyl-7-bromo-3-methyl-3,4-dihydroquinoxaline-1(2H)-carboxylate), CC1(OB(OC1(C)C)C=1C=NN(C1)C1CCN(CC1)C(=O)OC(C)(C)C)C (tert-butyl 4-(4-(4,4,5,5-tetramethyl-1,3,2-dioxaborolan-2-yl)-1H-pyrazol-1-yl)piperidin-1-carboxylate), C([O-])([O-])=O.[K+].[K+] (Potassium carbonate). The reagents and catalysts are C1=CC=C(C=C1)P([C-]2C=CC=C2)C3=CC=CC=C3.C1=CC=C(C=C1)P([C-]2C=CC=C2)C3=CC=CC=C3.Cl[Pd]Cl.[Fe+2] ([1,1′-Bis(diphenylphosphino)ferrocene]dichloropalladium(II)). Solvent: O1CCOCC1 (1,4-dioxane). Conditions: temperature 80 celsius, time 2 hour. Product: C(C)(=O)N1[C@H](CN(C2=CC(=CC=C12)C=1C=NN(C1)C1CCNCC1)C(=O)OC1=C(C=C(C=C1)F)F)C (2,4-difluorophenyl (S)-4-acetyl-3-methyl-7-(1-(piperidin-4-yl)-1H-pyrazol-4-yl)-3,4-dihydroquinoxaline-1(2H)-carboxylate). Reaction SMILES: [C:1]([N:4]1[C:13]2[C:8](=[CH:9][C:10](Br)=[CH:11][CH:12]=2)[N:7]([C:15]([O:17][C:18]2[CH:23]=[CH:22][C:21]([F:24])=[CH:20][C:19]=2[F:25])=[O:16])[CH2:6][C@@H:5]1[CH3:26])(=[O:3])[CH3:2].CC1(C)C(C)(C)OB([C:35]2[CH:36]=[N:37][N:38]([CH:40]3[CH2:45][CH2:44][N:43](C(OC(C)(C)C)=O)[CH2:42][CH2:41]3)[CH:39]=2)O1.C(=O)([O-])[O-].[K+].[K+]>C1C=CC(P(C2C=CC=CC=2)[C-]2C=CC=C2)=CC=1.C1C=CC(P(C2C=CC=CC=2)[C-]2C=CC=C2)=CC=1.Cl[Pd]Cl.[Fe+2].O1CCOCC1>[C:1]([N:4]1[C:13]2[C:8](=[CH:9][C:10]([C:35]3[CH:36]=[N:37][N:38]([CH:40]4[CH2:45][CH2:44][NH:43][CH2:42][CH2:41]4)[CH:39]=3)=[CH:11][CH:12]=2)[N:7]([C:15]([O:17][C:18]2[CH:23]=[CH:22][C:21]([F:24])=[CH:20][C:19]=2[F:25])=[O:16])[CH2:6][C@@H:5]1[CH3:26])(=[O:3])[CH3:2] |f:2.3.4,5.6.7.8|. Procedure: A 1.5 mL reaction vial was charged with 2,4-difluorophenyl (S)-4-acetyl-7-bromo-3-methyl-3,4-dihydroquinoxaline-1(2H)-carboxylate (0.02 mmol), tert-butyl 4-(4-(4,4,5,5-tetramethyl-1,3,2-dioxaborolan-2-yl)-1H-pyrazol-1-yl)piperidin-1-carboxylate (0.2 M solution in 1,4-dioxane, 225 μL, 0.03 mmol), and 1,4-dioxane (100 μL). Potassium carbonate (1 M solution in water, 60 μL, 0.06 mmol) was then added, and the reaction mixture was purged with nitrogen. [1,1′-Bis(diphenylphosphino)ferrocene]dichloropa...